From a dataset of the Open Reaction Database (ORD), a public repository of structured organic reaction records. describe an organic reaction: reactants, conditions, products, and yield Reactants: CCN=C=NCCCN(C)C, Cc1ccc(N)cc1C, Cn1c(-c2c(Cl)cccc2Cl)nc2cc(C(=O)O)ccc21, CN(C)C=O, O, On1nnc2ccccc21. Yields the product Cc1ccc(NC(=O)c2ccc3c(c2)nc(-c2c(Cl)cccc2Cl)n3C)cc1C. Reaction SMILES: [CH3:22][CH2:23][N:24]=[C:25]=[N:26][CH2:27][CH2:28][CH2:29][N:30]([CH3:31])[CH3:32].[CH3:43][c:44]1[cH:45][cH:46][c:47]([NH2:48])[cH:49][c:50]1[CH3:51].[Cl:1][c:2]1[c:3](-[c:9]2[n:10][c:11]3[c:12]([n:13]2[CH3:14])[cH:15][cH:16][c:17]([C:19](=[O:20])[OH:21])[cH:18]3)[c:4]([Cl:8])[cH:5][cH:6][cH:7]1.[O:52]=[CH:53][N:54]([CH3:55])[CH3:56].[OH2:57].[OH:33][n:34]1[c:35]2[c:36]([cH:37][cH:38][cH:39][cH:40]2)[n:41][n:42]1>>[Cl:1][c:2]1[c:3](-[c:9]2[n:10][c:11]3[c:12]([n:13]2[CH3:14])[cH:15][cH:16][c:17]([C:19](=[O:20])[NH:48][c:47]2[cH:46][cH:45][c:44]([CH3:43])[c:50]([CH3:51])[cH:49]2)[cH:18]3)[c:4]([Cl:8])[cH:5][cH:6][cH:7]1. Reactants: NC1=C(C(=O)O)C=CC=C1C(=O)O (2-Aminoisophthalic acid), C=O (formaldehyde). Run at temperature 140 celsius. Product: O=C1OC=NC2=C1C=CC=C2C(=O)O (4-oxo-4H-3,1-benzoxazine-8-carboxylic acid). The yield is 89.0%. RXN SMILES: [NH2:1][C:2]1[C:10]([C:11]([OH:13])=[O:12])=[CH:9][CH:8]=[CH:7][C:3]=1[C:4]([OH:6])=[O:5].[CH2:14]=O>>[O:5]=[C:4]1[C:3]2[CH:7]=[CH:8][CH:9]=[C:10]([C:11]([OH:13])=[O:12])[C:2]=2[N:1]=[CH:14][O:6]1. Reported procedure: 2-Aminoisophthalic acid moiety (50.0 g; 276.0 mmol) and formaldehyde (250.0 ml; 5.00 V) were combined and heated to 140° C. for 4 h. The reaction mixture was cooled to room temperature and distilled under high vacuum on the rotary evaporator. The remaining formaldehyde was removed by azeotropic distillation with toluene. The residue was slurried with ethyl ether, filtered, and the solid was dried under vacuum to provide the desired intermediate (50.3 g, 89% yield). The reactants are C(C1=CC=CC=C1)OC=1C=C(C=2OC3=CC(=CC(=C3C(C2OC2CCCCC2)=O)O)O)C=CC1OCC1=CC=CC=C1 (3',4'-dibenzyloxy-5,7-dihydroxy-3-cyclohexyloxyflavone), CC(=O)C (acetone), [O-]S(=O)(=O)[O-].[Ba+2] (BaSO4). Reagents/catalysts: [Pd] (palladium). Run in CO (methyl alcohol). Conditions: time 3 hour. Product: C1(CCCCC1)OC1=C(OC2=CC(=CC(=C2C1=O)O)O)C1=CC(=C(C=C1)O)O (3-cyclohexyloxy-5,7,3',4'-tetrahydroxyflavone). Yield: 98.0%. Reaction SMILES: C([O:8][C:9]1[CH:10]=[C:11]([CH:32]=[CH:33][C:34]=1[O:35]CC1C=CC=CC=1)[C:12]1[O:13][C:14]2[C:19]([C:20](=[O:29])[C:21]=1[O:22][CH:23]1[CH2:28][CH2:27][CH2:26][CH2:25][CH2:24]1)=[C:18]([OH:30])[CH:17]=[C:16]([OH:31])[CH:15]=2)C1C=CC=CC=1.CC(C)=O.[O-]S([O-])(=O)=O.[Ba+2]>[Pd].CO>[CH:23]1([O:22][C:21]2[C:20](=[O:29])[C:19]3[C:14](=[CH:15][C:16]([OH:31])=[CH:17][C:18]=3[OH:30])[O:13][C:12]=2[C:11]2[CH:32]=[CH:33][C:34]([OH:35])=[C:9]([OH:8])[CH:10]=2)[CH2:24][CH2:25][CH2:26][CH2:27][CH2:28]1 |f:2.3|. Procedure details: 27 g of 3',4'-dibenzyloxy-5,7-dihydroxy-3-cyclohexyloxyflavone, 500 cc of acetone, 500 cc of methyl alcohol, 8 spatulas of palladium on 5% BaSO4 are introduced in a 2-liter round-bottom flask. The mixture is stirred under an hydrogen atmosphere for 3 hours. The reaction is followed with thin-layer chromatography. After filtering on millipores, the solution is evaporated. Yield 98%.